This data is from the Open Reaction Database (ORD), a public repository of structured organic reaction records. The task is: describe an organic reaction: reactants, conditions, products, and yield The reactants are NC(=O)CCC(=O)NBr, O=C([O-])O, CCOC(C)=O, [Na+], CN(C)C=O, O, O=C(O)c1c(-c2ccccn2)nn2c1CCC2. Yields the product Brc1c(-c2ccccn2)nn2c1CCC2. Reaction SMILES: [Br:23][NH:24][C:25](=[O:26])[CH2:27][CH2:28][C:29]([NH2:30])=[O:31].[C:18](=[O:19])([OH:20])[O-:21].[CH3:38][CH2:39][O:40][C:41](=[O:42])[CH3:43].[Na+:22].[O:32]=[CH:33][N:34]([CH3:35])[CH3:36].[OH2:37].[n:1]1[c:2](-[c:7]2[c:8]([C:15]([OH:16])=[O:17])[c:9]3[n:10]([n:11]2)[CH2:12][CH2:13][CH2:14]3)[cH:3][cH:4][cH:5][cH:6]1>>[n:1]1[c:2](-[c:7]2[c:8]([Br:23])[c:9]3[n:10]([n:11]2)[CH2:12][CH2:13][CH2:14]3)[cH:3][cH:4][cH:5][cH:6]1.